Dataset: the Open Reaction Database (ORD), a public repository of structured organic reaction records. Task: describe an organic reaction: reactants, conditions, products, and yield Reactants: C(C)(C)(C)OC(NC1=C(C=C(C=C1)C(C1=CC=CC=C1)=O)N)=O ((2-amino-4-benzoyl-phenyl)-carbamic acid tert.-butyl ester), C(C)OC(CC(=O)C1=CC(=CC=C1)C#N)=O (3-(3-cyano-phenyl)-3-oxo-propionic acid ethyl ester). Yields the product C(C)(C)(C)OC(NC1=C(C=C(C=C1)C(C1=CC=CC=C1)=O)NC(CC(=O)C1=CC(=CC=C1)C#N)=O)=O ({4-Benzoyl-2-[3-(3-cyano-phenyl)-3-oxo-propionylamino]-phenyl}-carbamic acid tert.-butyl ester). The yield is 29.3%. RXN SMILES: [C:1]([O:5][C:6](=[O:23])[NH:7][C:8]1[CH:13]=[CH:12][C:11]([C:14](=[O:21])[C:15]2[CH:20]=[CH:19][CH:18]=[CH:17][CH:16]=2)=[CH:10][C:9]=1[NH2:22])([CH3:4])([CH3:3])[CH3:2].C([O:26][C:27](=O)[CH2:28][C:29]([C:31]1[CH:36]=[CH:35][CH:34]=[C:33]([C:37]#[N:38])[CH:32]=1)=[O:30])C>>[C:1]([O:5][C:6](=[O:23])[NH:7][C:8]1[CH:13]=[CH:12][C:11]([C:14](=[O:21])[C:15]2[CH:20]=[CH:19][CH:18]=[CH:17][CH:16]=2)=[CH:10][C:9]=1[NH:22][C:27](=[O:26])[CH2:28][C:29]([C:31]1[CH:36]=[CH:35][CH:34]=[C:33]([C:37]#[N:38])[CH:32]=1)=[O:30])([CH3:4])([CH3:2])[CH3:3]. Procedure: Prepared from (2-amino-4-benzoyl-phenyl)-carbamic acid tert.-butyl ester (Example G24) (375 mg, 1.20 mmol) and 3-(3-cyano-phenyl)-3-oxo-propionic acid ethyl ester (Pol. J. Chem. 1978, 25) (313 mg, 1.44 mmol) according to the general procedure K. Obtained as a light yellow solid (170 mg). The reactants are IC (Iodomethane), O (Water), N(=[N+]=[N-])C1CC(CN(CC1)C1=C(C=NN1C)[N+](=O)[O-])O (5-azido-1-(1-methyl-4-nitro-1H-pyrazol-5-yl)azepan-3-ol), Intermediate 18, [H-].[Na+] (sodium hydride). The solvent is CN(C)C=O (DMF). Run at time 10 minute. The product is N(=[N+]=[N-])C1CC(CN(CC1)C1=C(C=NN1C)[N+](=O)[O-])OC (5-azido-3-methoxy-1-(1-methyl-4-nitro-1H-pyrazol-5-yl)azepane). RXN SMILES: [N:1]([CH:4]1[CH2:10][CH2:9][N:8]([C:11]2[N:15]([CH3:16])[N:14]=[CH:13][C:12]=2[N+:17]([O-:19])=[O:18])[CH2:7][CH:6]([OH:20])[CH2:5]1)=[N+:2]=[N-:3].[H-].[Na+].I[CH3:24].O>CN(C=O)C>[N:1]([CH:4]1[CH2:10][CH2:9][N:8]([C:11]2[N:15]([CH3:16])[N:14]=[CH:13][C:12]=2[N+:17]([O-:19])=[O:18])[CH2:7][CH:6]([O:20][CH3:24])[CH2:5]1)=[N+:2]=[N-:3] |f:1.2|. Procedure: To a solution of 5-azido-1-(1-methyl-4-nitro-1H-pyrazol-5-yl)azepan-3-ol, Intermediate 18 (0.85 g, 3.0 mmol) in DMF (5 mL) cooled to 0° C. under nitrogen, was added sodium hydride (60% in mineral oil, 133 mg, 3.3 mmol) and the resulting mixture was stirred for 10 min. Iodomethane (0.37 mL, 6.0 mmol) was added and the mixture stirred at room temperature for 16 hr. Water (200 mL) was added and the mixture extracted with EtOAc (2×50 mL). The combined organic layers were dried over Na2SO4 and the so... Reactants: FC1=C(C=C(C=C1)[N+](=O)[O-])F (1,2-difluoro-4-nitrobenzene), C(=O)([O-])[O-].[K+].[K+] (K2CO3), N1C=CC=C1 (pyrrole). The solvent is CS(=O)C (DMSO), O (water). Conditions: temperature 90 celsius. The product is FC1=C(C=CC(=C1)[N+](=O)[O-])N1C=CC=C1 (1-(2-fluoro-4-nitrophenyl)-1H-pyrrole). The yield is 97.0%. Reaction SMILES: F[C:2]1[CH:7]=[CH:6][C:5]([N+:8]([O-:10])=[O:9])=[CH:4][C:3]=1[F:11].C([O-])([O-])=O.[K+].[K+].[NH:18]1[CH:22]=[CH:21][CH:20]=[CH:19]1>CS(C)=O.O>[F:11][C:3]1[CH:4]=[C:5]([N+:8]([O-:10])=[O:9])[CH:6]=[CH:7][C:2]=1[N:18]1[CH:22]=[CH:21][CH:20]=[CH:19]1 |f:1.2.3|. Reported procedure: To a solution of 1,2-difluoro-4-nitrobenzene (1.59 g, 10 mmol) in DMSO (15 mL) were added K2CO3 (3.04 g, 22 mmol) and pyrrole (0.74 g, 11 mmol) with stirring. The reaction mixture was heated at 90° C. for 18 h, and cooled to rt. The mixture was diluted with water (50 mL), filtered and the filter cake was dried to give the title compound as a yellow solid (2.00 g, 97%). Starting materials: CCOC(=O)CC(=O)OCC, ClC(Cl)(Cl)Cl, CCOCC, CCO, Cl, O=C(Cl)CCC(F)(F)F, [Mg]. The product is CCOC(=O)C(C(=O)CCC(F)(F)F)C(=O)OCC. As a reaction SMILES: [C:2]([CH2:3][C:4](=[O:5])[O:6][CH2:7][CH3:8])(=[O:9])[O:10][CH2:11][CH3:12].[C:31]([Cl:32])([Cl:33])([Cl:34])[Cl:35].[CH3:23][CH2:24][O:25][CH2:26][CH3:27].[CH3:28][CH2:29][OH:30].[ClH:22].[F:13][C:14]([CH2:15][CH2:16][C:17](=[O:18])[Cl:19])([F:20])[F:21].[Mg:1]>>[C:2]([CH:3]([C:4](=[O:5])[O:6][CH2:7][CH3:8])[C:17]([CH2:16][CH2:15][C:14]([F:13])([F:20])[F:21])=[O:18])(=[O:9])[O:10][CH2:11][CH3:12]. Starting materials: NCCCCCCO[Si](C1=CC=CC=C1)(C1=CC=CC=C1)C(C)(C)C (6-amino-1-(t-butyldiphenylsilyloxy)hexane), CCCC[N+](CCCC)(CCCC)CCCC.[F-] (TBAF), C(CCCCCCCCCCCCC)(=O)O[C@@H](CC(=O)O)CCCCCCCCCCC ((R)-3-tetradecanoyloxytetradecanoic acid), CI (MeI). Run in C1CCOC1 (THF), C(CCl)Cl (EDC). Product: C(CCCCCCCCCCCCC)(=O)O[C@@H](CC(=O)NCCCCCCO)CCCCCCCCCCC (6-[(R)-3-tetradecanoyloxytetradecanoylamino]-1-hexanol). Isolated yield 30.5%. RXN SMILES: [NH2:1][CH2:2][CH2:3][CH2:4][CH2:5][CH2:6][CH2:7][O:8][Si](C(C)(C)C)(C1C=CC=CC=1)C1C=CC=CC=1.[C:26]([O:41][C@H:42]([CH2:47][CH2:48][CH2:49][CH2:50][CH2:51][CH2:52][CH2:53][CH2:54][CH2:55][CH2:56][CH3:57])[CH2:43][C:44](O)=[O:45])(=[O:40])[CH2:27][CH2:28][CH2:29][CH2:30][CH2:31][CH2:32][CH2:33][CH2:34][CH2:35][CH2:36][CH2:37][CH2:38][CH3:39].CI.CCCC[N+](CCCC)(CCCC)CCCC.[F-]>C1COCC1.C(Cl)CCl>[C:26]([O:41][C@H:42]([CH2:47][CH2:48][CH2:49][CH2:50][CH2:51][CH2:52][CH2:53][CH2:54][CH2:55][CH2:56][CH3:57])[CH2:43][C:44]([NH:1][CH2:2][CH2:3][CH2:4][CH2:5][CH2:6][CH2:7][OH:8])=[O:45])(=[O:40])[CH2:27][CH2:28][CH2:29][CH2:30][CH2:31][CH2:32][CH2:33][CH2:34][CH2:35][CH2:36][CH2:37][CH2:38][CH3:39] |f:3.4|. Reported procedure: In the same manner as described in Example 20-(1), 6-amino-1-(t-butyldiphenylsilyloxy)hexane (1.48 g, 4.15 mmol) was acylated with (R)-3-tetradecanoyloxytetradecanoic acid (2.07 g, 4.56 mmol) in the presence of EDC.MeI (1.35 g, 4.56 mmol) and then deprotected with TBAF (1.0 M in THF, 1.53 mL, 1.53 mmol) in THF (46 mL) to afford 700 mg (30%) of 6-[(R)-3-tetradecanoyloxytetradecanoylamino]-1-hexanol as an off-white solid. Reactants: CO, Cl, CC(C)(C)OC(=O)NC1CN(Cc2cccc(C(F)(F)F)c2)C1, C1COCCO1. Product: Cl, NC1CN(Cc2cccc(C(F)(F)F)c2)C1. RXN SMILES: [CH3:25][OH:26].[ClH:24].[F:1][C:2]([c:3]1[cH:4][c:5]([CH2:6][N:7]2[CH2:8][CH:9]([NH:11][C:12](=[O:13])[O:14][C:15]([CH3:16])([CH3:17])[CH3:18])[CH2:10]2)[cH:19][cH:20][cH:21]1)([F:22])[F:23].[O:27]1[CH2:28][CH2:29][O:30][CH2:31][CH2:32]1>>[ClH:24].[F:1][C:2]([c:3]1[cH:4][c:5]([CH2:6][N:7]2[CH2:8][CH:9]([NH2:11])[CH2:10]2)[cH:19][cH:20][cH:21]1)([F:22])[F:23]. Starting materials: Nc1ncccc1Br, O=C([O-])[O-], COCCOC, CC1(C)OB(c2ccc(B3Nc4cccc5cccc(c45)N3)cc2)OC1(C)C, [Na+], [Na+], O, O, O, O, O, O, O, O, O, O, O, c1ccc(P(c2ccccc2)(c2ccccc2)[Pd](P(c2ccccc2)(c2ccccc2)c2ccccc2)(P(c2ccccc2)(c2ccccc2)c2ccccc2)P(c2ccccc2)(c2ccccc2)c2ccccc2)cc1. The product is Nc1ncccc1-c1ccc(B2Nc3cccc4cccc(c34)N2)cc1. RXN SMILES: [Br:1][c:2]1[c:3]([NH2:8])[n:4][cH:5][cH:6][cH:7]1.[C:47](=[O:48])([O-:49])[O-:50].[CH3:53][O:54][CH2:55][CH2:56][O:57][CH3:58].[CH3:9][C:10]1([CH3:11])[C:12]([CH3:13])([CH3:14])[O:15][B:16]([c:17]2[cH:18][cH:19][c:20]([B:23]3[NH:24][c:25]4[c:26]5[c:27]([cH:29][cH:30][cH:31][c:32]5[cH:33][cH:34][cH:35]4)[NH:28]3)[cH:21][cH:22]2)[O:36]1.[Na+:51].[Na+:52].[OH2:37].[OH2:38].[OH2:39].[OH2:40].[OH2:41].[OH2:42].[OH2:43].[OH2:44].[OH2:45].[OH2:46].[OH2:59].[cH:60]1[cH:61][cH:62][c:63]([P:64]([Pd:65]([P:66]([c:67]2[cH:68][cH:69][cH:70][cH:71][cH:72]2)([c:73]2[cH:74][cH:75][cH:76][cH:77][cH:78]2)[c:79]2[cH:80][cH:81][cH:82][cH:83][cH:84]2)([P:85]([c:86]2[cH:87][cH:88][cH:89][cH:90][cH:91]2)([c:92]2[cH:93][cH:94][cH:95][cH:96][cH:97]2)[c:98]2[cH:99][cH:100][cH:101][cH:102][cH:103]2)[P:104]([c:105]2[cH:106][cH:107][cH:108][cH:109][cH:110]2)([c:111]2[cH:112][cH:113][cH:114][cH:115][cH:116]2)[c:117]2[cH:118][cH:119][cH:120][cH:121][cH:122]2)([c:123]2[cH:124][cH:125][cH:126][cH:127][cH:128]2)[c:129]2[cH:130][cH:131][cH:132][cH:133][cH:134]2)[cH:135][cH:136]1>>[c:2]1(-[c:17]2[cH:18][cH:19][c:20]([B:23]3[NH:24][c:25]4[c:26]5[c:27]([cH:29][cH:30][cH:31][c:32]5[cH:33][cH:34][cH:35]4)[NH:28]3)[cH:21][cH:22]2)[c:3]([NH2:8])[n:4][cH:5][cH:6][cH:7]1.